From a dataset of the Open Reaction Database (ORD), a public repository of structured organic reaction records. describe an organic reaction: reactants, conditions, products, and yield Reactants: CS(C)=O, CCN(C(C)C)C(C)C, Cc1ccc(-n2nc(C(C)(C)C)cc2NC(=O)OCC(Cl)(Cl)Cl)cc1, NCc1ccc(-c2cnc3cc(-c4ccsc4)ccn23)cc1. The product is Cc1ccc(-n2nc(C(C)(C)C)cc2NC(=O)NCc2ccc(-c3cnc4cc(-c5ccsc5)ccn34)cc2)cc1. As a reaction SMILES: [CH3:57][S:58]([CH3:59])=[O:60].[CH:48]([N:49]([CH:50]([CH3:51])[CH3:52])[CH2:53][CH3:54])([CH3:55])[CH3:56].[Cl:23][C:24]([Cl:25])([Cl:45])[CH2:46][O:26][C:27]([NH:28][c:29]1[n:30](-[c:38]2[cH:39][cH:40][c:41]([CH3:44])[cH:42][cH:43]2)[n:31][c:32]([C:34]([CH3:35])([CH3:36])[CH3:37])[cH:33]1)=[O:47].[s:1]1[cH:2][c:3](-[c:6]2[cH:7][c:8]3[n:9]([cH:10][cH:11]2)[c:12](-[c:15]2[cH:16][cH:17][c:18]([CH2:19][NH2:20])[cH:21][cH:22]2)[cH:13][n:14]3)[cH:4][cH:5]1>>[s:1]1[cH:2][c:3](-[c:6]2[cH:7][c:8]3[n:9]([cH:10][cH:11]2)[c:12](-[c:15]2[cH:16][cH:17][c:18]([CH2:19][NH:20][C:27](=[O:26])[NH:28][c:29]4[n:30](-[c:38]5[cH:39][cH:40][c:41]([CH3:44])[cH:42][cH:43]5)[n:31][c:32]([C:34]([CH3:35])([CH3:36])[CH3:37])[cH:33]4)[cH:21][cH:22]2)[cH:13][n:14]3)[cH:4][cH:5]1. Starting materials: [Mg+]Cc1ccccc1, [Cl-], [Cl-], ClCCl, [NH4+], O=[Mn]=O, ON1CCCCC1. Yields the product ON1CCCCC1Cc1ccccc1. As a reaction SMILES: [CH2:9]([c:10]1[cH:11][cH:12][cH:13][cH:14][cH:15]1)[Mg+:16].[Cl-:17].[Cl-:8].[Cl:19][CH2:20][Cl:21].[NH4+:18].[O:22]=[Mn:23]=[O:24].[OH:1][N:2]1[CH2:3][CH2:4][CH2:5][CH2:6][CH2:7]1>>[OH:1][N:2]1[CH:3]([CH2:9][c:10]2[cH:11][cH:12][cH:13][cH:14][cH:15]2)[CH2:4][CH2:5][CH2:6][CH2:7]1. The reactants are C(C1=CC=CC=C1)OC(=O)NC1C=2C=CC(=CC2CCC1)C(=O)O (5-(benzyloxycarbonylamino)-5,6,7,8-tetrahydronaphthalene-2-carboxylic acid), S(=O)(Cl)Cl (thionyl chloride), NC1=CC=NC=C1 (4-aminopyridine). Solvent: C(C)N(CC)CC (triethylamine). Product: C(C1=CC=CC=C1)OC(=O)NC1C=2C=CC(=CC2CCC1)C(=O)NC1=CC=NC=C1 (5-(benzyloxycarbonylamino)-N-(4-pyridyl)-5,6,7,8-tetrahydronaphthalene-2-carboxamide). The yield is 33.4%. RXN SMILES: [CH2:1]([O:8][C:9]([NH:11][CH:12]1[CH2:21][CH2:20][CH2:19][C:18]2[CH:17]=[C:16]([C:22](O)=[O:23])[CH:15]=[CH:14][C:13]1=2)=[O:10])[C:2]1[CH:7]=[CH:6][CH:5]=[CH:4][CH:3]=1.S(Cl)(Cl)=O.[NH2:29][C:30]1[CH:35]=[CH:34][N:33]=[CH:32][CH:31]=1>C(N(CC)CC)C>[CH2:1]([O:8][C:9]([NH:11][CH:12]1[CH2:21][CH2:20][CH2:19][C:18]2[CH:17]=[C:16]([C:22]([NH:29][C:30]3[CH:35]=[CH:34][N:33]=[CH:32][CH:31]=3)=[O:23])[CH:15]=[CH:14][C:13]1=2)=[O:10])[C:2]1[CH:7]=[CH:6][CH:5]=[CH:4][CH:3]=1. Procedure: By a similar reaction operation as in Starting Material Synthetic Example 7 using 5-(benzyloxycarbonylamino)-5,6,7,8-tetrahydronaphthalene-2-carboxylic acid (2.50 g), thionyl chloride (2.75 g), 4-aminopyridine (724 mg) and triethylamine (1.55 g), the objective 5-(benzyloxycarbonylamino)-N-(4-pyridyl)-5,6,7,8-tetrahydronaphthalene-2-carboxamide (1.03 g) was obtained as colorless crystals. Reactants: FC(C=1C=C2C(=CN=NC2=CC1)NCC(=O)NC1CN(C1)C(=O)OC(C)(C)C)(F)F (tert-butyl 3-(2-(6-(trifluoromethyl)cinnolin-4-ylamino)acetamido)azetidine-1-carboxylate). Solvent: ClCCl (dichloromethane), C(=O)(C(F)(F)F)O (CF3COOH). Conditions: time 2 hour. The product is N1CC(C1)NC(CNC1=CN=NC2=CC=C(C=C12)C(F)(F)F)=O (N-(azetidin-3-yl)-2-(6-(trifluoromethyl)cinnolin-4-ylamino)acetamide). As a reaction SMILES: [F:1][C:2]([F:30])([F:29])[C:3]1[CH:4]=[C:5]2[C:10](=[CH:11][CH:12]=1)[N:9]=[N:8][CH:7]=[C:6]2[NH:13][CH2:14][C:15]([NH:17][CH:18]1[CH2:21][N:20](C(OC(C)(C)C)=O)[CH2:19]1)=[O:16]>ClCCl.C(O)(C(F)(F)F)=O>[NH:20]1[CH2:19][CH:18]([NH:17][C:15](=[O:16])[CH2:14][NH:13][C:6]2[C:5]3[C:10](=[CH:11][CH:12]=[C:3]([C:2]([F:1])([F:30])[F:29])[CH:4]=3)[N:9]=[N:8][CH:7]=2)[CH2:21]1. Reported procedure: Into a 50-mL round-bottom flask, was placed a solution of tert-butyl 3-(2-(6-(trifluoromethyl)cinnolin-4-ylamino)acetamido)azetidine-1-carboxylate (140 mg, 0.33 mmol,) in dichloromethane (10 ml) and CF3COOH (1 ml). The reaction mixture was stirred for 2 h at room temperature. The resulting mixture was concentrated under vacuum to give the title compound as yellow oil. Reactants: CC2(C)COB(c1ccccc1)OC2 (effective_coupling_partner), COc1cccc2ccccc12 (substrate). The reagents and catalysts are PCy3. Reaction conditions: temperature 120 celsius, time 12 hour. The product is c3ccc(c1cccc2ccccc12)cc3. As a reaction SMILES: CC1C=CC(S(N[C@H]([C@@H](N)C2C=CC=CC=2)C2C=CC=CC=2)(=O)=O)=CC=1.[C:27]([C:31]1[CH:40]=[C:39]2[C:34]([C:35](=[O:41])[CH2:36][CH2:37][O:38]2)=[CH:33][CH:32]=1)([O:29][CH3:30])=[O:28].C(#N)C>C(O)(C)C>[OH:41][C@@H:35]1[C:34]2[C:39](=[CH:40][C:31]([C:27]([O:29][CH3:30])=[O:28])=[CH:32][CH:33]=2)[O:38][CH2:37][CH2:36]1. The reactants are C(=O)(OC)C1=CC=C2C(CCOC2=C1)=O (7-Carbomethoxy-4-chromanone), C(C)#N (acetonitrile), formic acid TEA, formic acid TEA, [RuCl2(η6-p-cymene)]2, TEA, CC1=CC=C(C=C1)S(=O)(=O)N[C@@H](C2=CC=CC=C2)[C@H](C3=CC=CC=C3)N ((1S,2S)-TsDPEN). Reaction conditions: temperature 0 celsius, time 24 hour. Yields the product O[C@H]1CCOC2=CC(=CC=C12)C(=O)OC ((S)-methyl 4-hydroxy-3.4-dihydro-2H-chromene-7-carboxylate). Procedure details: A solution of (1S,2S)-TsDPEN (1.709 g, 4.85 mmol) in isopropanol (5 mL) was added to a 35 mL schlenk-flask and cooled to 0° C. The solution was degassed by three cycles of evacuation/nitrogen refill. Then, [RuCl2(η6-p-cymene)]2 (1.313 g, 2.425 mmol) was added, followed by TEA (1.352 mL, 9.699 mmol). The reaction mixture was heated to 80° C. under N2 for 1 h and cooled. The iso-propanol was removed under a stream of nitrogen, and dissolved in 10 mL acetonitrile. The catalyst solution was added to... The solvent is C(C)(C)O (isopropanol). The reactants are OC1CC(c2ccc(Br)cc2)C1, CC1CCCN1, Cc1ccccc1, ClCCl, O=C(OC(=O)C(F)(F)F)C(F)(F)F, [K+], [K+], O=C([O-])[O-]. Yields the product CC1CCCN1C1CC(c2ccc(Br)cc2)C1. RXN SMILES: [Br:1][c:2]1[cH:3][cH:4][c:5]([CH:8]2[CH2:9][CH:10]([OH:12])[CH2:11]2)[cH:6][cH:7]1.[CH3:32][CH:33]1[NH:34][CH2:35][CH2:36][CH2:37]1.[CH3:41][c:42]1[cH:43][cH:44][cH:45][cH:46][cH:47]1.[Cl:38][CH2:39][Cl:40].[F:19][C:20]([F:21])([F:22])[C:23]([O:24][C:25](=[O:26])[C:27]([F:28])([F:29])[F:30])=[O:31].[K+:13].[K+:14].[O-:15][C:16]([O-:17])=[O:18]>>[Br:1][c:2]1[cH:3][cH:4][c:5]([CH:8]2[CH2:9][CH:10]([N:34]3[CH:33]([CH3:32])[CH2:37][CH2:36][CH2:35]3)[CH2:11]2)[cH:6][cH:7]1.